describe an organic reaction: reactants, conditions, products, and yield From a dataset of the Open Reaction Database (ORD), a public repository of structured organic reaction records. The reactants are CC(C)O, COCOc1ccc(N2CCN(CCc3ccccc3)CC2)cc1Cl, Cl, [Na+], C1CCOC1, O=C([O-])O. Product: Oc1ccc(N2CCN(CCc3ccccc3)CC2)cc1Cl. As a reaction SMILES: [CH3:26][CH:27]([OH:28])[CH3:29].[Cl:1][c:2]1[cH:3][c:4]([N:12]2[CH2:13][CH2:14][N:15]([CH2:18][CH2:19][c:20]3[cH:21][cH:22][cH:23][cH:24][cH:25]3)[CH2:16][CH2:17]2)[cH:5][cH:6][c:7]1[O:8][CH2:9][O:10][CH3:11].[ClH:30].[Na+:31].[O:36]1[CH2:37][CH2:38][CH2:39][CH2:40]1.[OH:32][C:33](=[O:34])[O-:35]>>[Cl:1][c:2]1[cH:3][c:4]([N:12]2[CH2:13][CH2:14][N:15]([CH2:18][CH2:19][c:20]3[cH:21][cH:22][cH:23][cH:24][cH:25]3)[CH2:16][CH2:17]2)[cH:5][cH:6][c:7]1[OH:8]. Reactants: [OH-].[Na+] (sodium hydroxide), C(#N)C(C(=O)N)C1OC(C(=C1Cl)Cl)=O (2-Cyano-2-(3,4-dichloro-5-oxo-2,5-dihydrofuran-2-yl)acetamide), Cl.NCC1=C(C=CC=C1)S(=O)(=O)NC1CC1 (2-(aminomethyl)-N-cyclopropylbenzenesulfonamide hydrochloride), C([O-])([O-])=O.[K+].[K+] (potassium carbonate). The solvent is C(C)O (ethanol). The product is Cl.ClC=1C=C(C(N(C1)CC1=C(C=CC=C1)S(NC1CC1)(=O)=O)=N)C(=O)N (5-chloro-1-[2-(cyclopropylsulfamoyl)benzyl]-2-imino-1,2-dihydropyridine-3-carboxamide hydrochloride). Yield: 97.5%. RXN SMILES: [C:1]([CH:3]([CH:7]1[C:11]([Cl:12])=[C:10](Cl)C(=O)O1)[C:4]([NH2:6])=[O:5])#[N:2].Cl.[NH2:16][CH2:17][C:18]1[CH:23]=[CH:22][CH:21]=[CH:20][C:19]=1[S:24]([NH:27][CH:28]1[CH2:30][CH2:29]1)(=[O:26])=[O:25].C(=O)([O-])[O-].[K+].[K+].[OH-].[Na+]>C(O)C>[ClH:12].[Cl:12][C:11]1[CH:7]=[C:3]([C:4]([NH2:6])=[O:5])[C:1](=[NH:2])[N:16]([CH2:17][C:18]2[CH:23]=[CH:22][CH:21]=[CH:20][C:19]=2[S:24](=[O:26])(=[O:25])[NH:27][CH:28]2[CH2:29][CH2:30]2)[CH:10]=1 |f:1.2,3.4.5,6.7,9.10|. Reported procedure: 2-Cyano-2-(3,4-dichloro-5-oxo-2,5-dihydrofuran-2-yl)acetamide (1.49 g), 2-(aminomethyl)-N-cyclopropylbenzenesulfonamide hydrochloride (2.0 g) and potassium carbonate (2.19 g) were stirred in ethanol (30 ml) at 90° C. for 16 hr. The reaction mixture was poured into 1N aqueous sodium hydroxide solution, and extracted with ethyl acetate. The organic layer was washed with saturated brine, dried over magnesium sulfate, and filtered. The solvent was evaporated under reduced pressure. The residue was p... Reactants: [H-].[Na+] (sodium hydride), BrCCCCBr (1,4-dibromobutane), N1C(CCC2=CC=CC=C12)=O (3,4-dihydroquinolin-2(1H)-one). The solvent is CN(C=O)C (dimethyl formamide), CN(C=O)C (dimethyl formamide), CN(C=O)C (dimethyl formamide). Run at time 30 minute. Yields the product BrCCCCN1C(CCC2=CC=CC=C12)=O (1-(4-Bromobutyl)-3,4-dihydroquinolin-2(1H)-one). The yield is 75.1%. As a reaction SMILES: [H-].[Na+].[NH:3]1[C:12]2[C:7](=[CH:8][CH:9]=[CH:10][CH:11]=2)[CH2:6][CH2:5][C:4]1=[O:13].[Br:14][CH2:15][CH2:16][CH2:17][CH2:18]Br>CN(C)C=O>[Br:14][CH2:15][CH2:16][CH2:17][CH2:18][N:3]1[C:12]2[C:7](=[CH:8][CH:9]=[CH:10][CH:11]=2)[CH2:6][CH2:5][C:4]1=[O:13] |f:0.1|. Reported procedure: A suspension of sodium hydride (6.8 g, 60% dispersion in mineral oil) and dimethyl formamide (200 mL) was kept at 20–30° C. followed by the addition of a solution of 3,4-dihydroquinolin-2(1H)-one (25 g) in dimethyl formamide (100 mL). The resulting mixture was stirred at room temperature for 30 min followed by the addition of a solution of 1,4-dibromobutane (184 g) in dimethyl formamide (200 mL) at a temperature of 20–40° C. The reaction mixture was stirred at room temperature for 30 min and eva... The reactants are OC1(C=2C=CC(=CC2CCC1)C#N)C=1NC=NC1 (5-hydroxy-5-(3H-imidazol-4-yl)-5,6,7,8-tetrahydronaphthalene-2-carbonitrile), SCC(=O)OCC (ethyl mercaptoacetate), ice water, [OH-].[Na+] (sodium hydroxide). The solvent is FC(C(=O)O)(F)F (trifluoroacetic acid). The product is C(#N)C=1C=C2CCCC(C2=CC1)(C=1N=CNC1)SCC(=O)OCC (Ethyl [6-cyano-1-(1H-imidazol-4-yl)-1,2,3,4-tetrahydronaphthalen-1-ylsulphanyl]-acetate). Reaction SMILES: O[C:2]1([C:14]2[NH:15][CH:16]=[N:17][CH:18]=2)[CH2:11][CH2:10][CH2:9][C:8]2[CH:7]=[C:6]([C:12]#[N:13])[CH:5]=[CH:4][C:3]1=2.[SH:19][CH2:20][C:21]([O:23][CH2:24][CH3:25])=[O:22].[OH-].[Na+]>FC(F)(F)C(O)=O>[C:12]([C:6]1[CH:7]=[C:8]2[C:3](=[CH:4][CH:5]=1)[C:2]([S:19][CH2:20][C:21]([O:23][CH2:24][CH3:25])=[O:22])([C:14]1[N:15]=[CH:16][NH:17][CH:18]=1)[CH2:11][CH2:10][CH2:9]2)#[N:13] |f:2.3|. Procedure details: A solution of 1.00 mmol of 5-hydroxy-5-(3H-imidazol-4-yl)-5,6,7,8-tetrahydronaphthalene-2-carbonitrile (Example 2c1) and 10 mmol of ethyl mercaptoacetate [623-51-8] in 2 ml of trifluoroacetic acid is stirred at 70° C. for 24 hours. The reaction mixture is cooled to room temperature, poured into ice-water and neutralized with 4M sodium hydroxide solution. The mixture is extracted with ethyl acetate, and the combined organic phases are dried with sodium sulphate and evaporated. The title compound ... Starting materials: COC1=CC=C(C=C1)[C@@H]1OCC([C@@H](O1)CO)(C)C ([(2R,4R)-2-(4-methoxyphenyl)-5,5-dimethyl-1,3-dioxan-4-yl]methanol), TEA, [N+](=O)([O-])C1=CC=C(C(=O)Cl)C=C1 (4-Nitrobenzoyl chloride). Run in C(Cl)Cl (DCM). Reaction conditions: time 8 hour. Product: [N+](=O)([O-])C1=CC=C(C(=O)OC[C@@H]2O[C@@H](OCC2(C)C)C2=CC=C(C=C2)OC)C=C1 ([(2R,4R)-2-(4-methoxyphenyl)-5,5-dimethyl-1,3-dioxan-4-yl]methyl 4-nitrobenzoate). RXN SMILES: [CH3:1][O:2][C:3]1[CH:8]=[CH:7][C:6]([C@H:9]2[O:14][C@@H:13]([CH2:15][OH:16])[C:12]([CH3:18])([CH3:17])[CH2:11][O:10]2)=[CH:5][CH:4]=1.[N+:19]([C:22]1[CH:30]=[CH:29][C:25]([C:26](Cl)=[O:27])=[CH:24][CH:23]=1)([O-:21])=[O:20]>C(Cl)Cl>[N+:19]([C:22]1[CH:23]=[CH:24][C:25]([C:26]([O:16][CH2:15][C@H:13]2[C:12]([CH3:18])([CH3:17])[CH2:11][O:10][C@@H:9]([C:6]3[CH:5]=[CH:4][C:3]([O:2][CH3:1])=[CH:8][CH:7]=3)[O:14]2)=[O:27])=[CH:29][CH:30]=1)([O-:21])=[O:20]. Procedure details: To a stirred solution of compound obtained in Step B (3.59 g, 14.24 mmol) and TEA (1.98 ml, 14.24 mmol) in DCM (50 ml), 4-Nitrobenzoyl chloride (2.64 g, 14.24 mmol) was added and the reaction was stirred overnight at r.t. The organic phase was washed with a solution of NaH2PO4 5% and brine, dried (MgSO4) and evaporated under reduced pressure. The crude was crystallized from EtOAc at 0° C. adding n-hexane. The product was obtained as a pale yellow solid. Starting materials: ClC1=CC=C(C=C1)C1=CC(=NN1C)CO ([5-(4-chloro-phenyl)-1-methyl-1H-pyrazol-3-yl]-methanol), CN(C(=O)N=NC(=O)N(C)C)C (N,N,N′,N′-tetramethyl azodicarboxamide), C(CCC)P(CCCC)CCCC (tributylphosphine), C(C)(C)(C)OC(CN1C=CC2=CC=C(C=C12)O)=O ((6-hydroxy-indol-1-yl)-acetic acid tert-butyl ester). The product is C(C)(C)(C)OC(CN1C=CC2=CC(=CC=C12)OCC1=NN(C(=C1)C1=CC=C(C=C1)Cl)C)=O ({5-[5-(4-chloro-phenyl)-1-methyl-1H-pyrazol-3-ylmethoxy]-indol-1-yl}-acetic acid tert-butyl ester). Reaction SMILES: [C:1]([O:5][C:6](=[O:18])[CH2:7][N:8]1[C:16]2[C:11](=[CH:12][CH:13]=[C:14](O)[CH:15]=2)[CH:10]=[CH:9]1)([CH3:4])([CH3:3])[CH3:2].[Cl:19][C:20]1[CH:25]=[CH:24][C:23]([C:26]2[N:30]([CH3:31])[N:29]=[C:28]([CH2:32][OH:33])[CH:27]=2)=[CH:22][CH:21]=1.CN(C)C(N=NC(N(C)C)=O)=O.C(P(CCCC)CCCC)CCC>>[C:1]([O:5][C:6](=[O:18])[CH2:7][N:8]1[C:16]2[C:11](=[CH:12][C:13]([O:33][CH2:32][C:28]3[CH:27]=[C:26]([C:23]4[CH:24]=[CH:25][C:20]([Cl:19])=[CH:21][CH:22]=4)[N:30]([CH3:31])[N:29]=3)=[CH:14][CH:15]=2)[CH:10]=[CH:9]1)([CH3:4])([CH3:3])[CH3:2]. Reported procedure: In analogy to the procedure described for example 3 c], (6-hydroxy-indol-1-yl)-acetic acid tert-butyl ester (example 1 d]) was reacted with [5-(4-chloro-phenyl)-1-methyl-1H-pyrazol-3-yl]-methanol in the presence of N,N,N′,N′-tetramethyl azodicarboxamide and tributylphosphine to give {5-[5-(4-chloro-phenyl)-1-methyl-1H-pyrazol-3-ylmethoxy]-indol-1-yl}-acetic acid tert-butyl ester as colorless solid. Reactants: O=C(N=C=S)c1ccccc1, CC(C)=O, COc1cnc(C2CCOCC2)c(I)c1N. Yields the product COc1cnc(C2CCOCC2)c(I)c1NC(=S)NC(=O)c1ccccc1. As a reaction SMILES: [C:17]([c:18]1[cH:19][cH:20][cH:21][cH:22][cH:23]1)(=[O:24])[N:25]=[C:26]=[S:27].[CH3:28][C:29](=[O:30])[CH3:31].[I:1][c:2]1[c:3]([CH:11]2[CH2:12][CH2:13][O:14][CH2:15][CH2:16]2)[n:4][cH:5][c:6]([O:9][CH3:10])[c:7]1[NH2:8]>>[I:1][c:2]1[c:3]([CH:11]2[CH2:12][CH2:13][O:14][CH2:15][CH2:16]2)[n:4][cH:5][c:6]([O:9][CH3:10])[c:7]1[NH:8][C:26]([NH:25][C:17]([c:18]1[cH:19][cH:20][cH:21][cH:22][cH:23]1)=[O:24])=[S:27].